Dataset: the Open Reaction Database (ORD), a public repository of structured organic reaction records. Task: describe an organic reaction: reactants, conditions, products, and yield Starting materials: C(C)OC(=O)C=1C=NC2=C(C=CC=C2C1Cl)C (4-Chloro-8-methyl-quinoline-3-carboxylic acid ethyl ester), C1(CCCC1)N (cyclopentylamine). Product: C(C)OC(=O)C=1C=NC2=C(C=CC=C2C1NC1CCCC1)C (4-Cyclopentylamino-8-methyl-quinoline-3-carboxylic acid ethyl ester). RXN SMILES: [CH2:1]([O:3][C:4]([C:6]1[CH:7]=[N:8][C:9]2[C:14]([C:15]=1Cl)=[CH:13][CH:12]=[CH:11][C:10]=2[CH3:17])=[O:5])[CH3:2].[CH:18]1([NH2:23])[CH2:22][CH2:21][CH2:20][CH2:19]1>>[CH2:1]([O:3][C:4]([C:6]1[CH:7]=[N:8][C:9]2[C:14]([C:15]=1[NH:23][CH:18]1[CH2:22][CH2:21][CH2:20][CH2:19]1)=[CH:13][CH:12]=[CH:11][C:10]=2[CH3:17])=[O:5])[CH3:2]. Procedure: 4-Chloro-8-methyl-quinoline-3-carboxylic acid ethyl ester (125 mg, 0.5 mmol) was treated with cyclopentylamine following general procedure B to afford 4-Cyclopentylamino-8-methyl-quinoline-3-carboxylic acid ethyl ester (120 mg). Thus obtained amino-ester was hydrolyzed to the corresponding acid using general procedure D and then transformed into the corresponding ethylamide (90 mg) following general procedure E. Reactants: Cc1cc(Br)nc(C)c1NC(=O)CC(C)(C)C, CC(C)(C)[O-], Cc1ccccc1, CN(C)c1ccccc1-c1ccccc1P(C1CCCCC1)C1CCCCC1, Fc1ccc2c(c1)CCNC2, [K+]. The product is Cc1cc(N2CCc3cc(F)ccc3C2)nc(C)c1NC(=O)CC(C)(C)C. RXN SMILES: [Br:1][c:2]1[cH:3][c:4]([CH3:17])[c:5]([NH:9][C:10]([CH2:11][C:12]([CH3:13])([CH3:14])[CH3:15])=[O:16])[c:6]([CH3:8])[n:7]1.[CH3:57][C:58]([CH3:59])([O-:60])[CH3:61].[CH3:63][c:64]1[cH:65][cH:66][cH:67][cH:68][cH:69]1.[CH:29]1([P:30]([CH:31]2[CH2:32][CH2:33][CH2:34][CH2:35][CH2:36]2)[c:37]2[cH:38][cH:39][cH:40][cH:41][c:42]2-[c:43]2[cH:44][cH:45][cH:46][cH:47][c:48]2[N:49]([CH3:50])[CH3:51])[CH2:52][CH2:53][CH2:54][CH2:55][CH2:56]1.[F:18][c:19]1[cH:20][c:21]2[c:26]([cH:27][cH:28]1)[CH2:25][NH:24][CH2:23][CH2:22]2.[K+:62]>>[c:2]1([N:24]2[CH2:23][CH2:22][c:21]3[cH:20][c:19]([F:18])[cH:28][cH:27][c:26]3[CH2:25]2)[cH:3][c:4]([CH3:17])[c:5]([NH:9][C:10]([CH2:11][C:12]([CH3:13])([CH3:14])[CH3:15])=[O:16])[c:6]([CH3:8])[n:7]1. The reactants are ClC1=C(C=C(C=C1)OC1=NC=C(C=C1)[N+](=O)[O-])NC(C(F)(F)F)=O (N-{2-Chloro-5-[(5-nitropyridin-2-yl)oxy]phenyl}-2,2,2-trifluoroacetamide), reduced iron. Solvent: C(C)(=O)O (acetic acid). Reaction conditions: temperature 60 celsius, time 3 hour. Product: NC=1C=CC(=NC1)OC=1C=CC(=C(C1)NC(C(F)(F)F)=O)Cl (N-{5-[(5-aminopyridin-2-yl)oxy]-2-chlorophenyl}-2,2,2-trifluoroacetamide). Isolated yield 91.5%. RXN SMILES: [Cl:1][C:2]1[CH:7]=[CH:6][C:5]([O:8][C:9]2[CH:14]=[CH:13][C:12]([N+:15]([O-])=O)=[CH:11][N:10]=2)=[CH:4][C:3]=1[NH:18][C:19](=[O:24])[C:20]([F:23])([F:22])[F:21]>C(O)(=O)C>[NH2:15][C:12]1[CH:13]=[CH:14][C:9]([O:8][C:5]2[CH:6]=[CH:7][C:2]([Cl:1])=[C:3]([NH:18][C:19](=[O:24])[C:20]([F:23])([F:21])[F:22])[CH:4]=2)=[N:10][CH:11]=1. Reported procedure: N-{2-Chloro-5-[(5-nitropyridin-2-yl)oxy]phenyl}-2,2,2-trifluoroacetamide (13 g, 35.9 mmol) was dissolved in acetic acid (200 mL), reduced iron (10 g, 179 mmol) was added, and the mixture was stirred at 60° C. for 3 hr. After cooling to room temperature, the reaction mixture was concentrated under reduced pressure. The concentrated solution was diluted with ethyl acetate (150 mL), aqueous sodium hydrogen carbonate solution (200 mL) was slowly added, and the mixture was filtered through celite. Th... Starting materials: carboxylic acid hydrazide, COC=1C=CC(=CC1)P2(=S)SP(=S)(S2)C=3C=CC(=CC3)OC (Lawesson's reagent), C1(=CC=CC=C1)C (toluene), C1(CC1)C(=O)Cl (cyclopropane carbonyl chloride), BrC=1C=CC=2N(C1)C(=CN2)C(=O)NN (6-bromoimidazo[1,2-a]pyridine-3-carboxylic acid hydrazide), C([O-])(O)=O.[Na+] (sodium bicarbonate). The solvent is O (water), O1CCCC1 (tetrahydrofuran). Conditions: time 8 hour. Yields the product BrC=1C=CC=2N(C1)C(=CN2)C=2SC(=NN2)C2CC2 (6-Bromo-3-(5-cyclopropyl[1,3,4]thiadiazol-2-yl)imidazo[1,2-a]pyridine). Reaction SMILES: C1(C(Cl)=O)CC1.[Br:7][C:8]1[CH:9]=[CH:10][C:11]2[N:12]([C:14]([C:17]([NH:19][NH2:20])=O)=[CH:15][N:16]=2)[CH:13]=1.C(=O)(O)[O-].[Na+].COC1C=CC(P2(SP(C3C=CC(OC)=CC=3)(=S)S2)=[S:35])=CC=1.[C:48]1([CH3:54])[CH:53]=[CH:52]C=CC=1>O.O1CCCC1>[Br:7][C:8]1[CH:9]=[CH:10][C:11]2[N:12]([C:14]([C:17]3[S:35][C:54]([CH:48]4[CH2:53][CH2:52]4)=[N:20][N:19]=3)=[CH:15][N:16]=2)[CH:13]=1 |f:2.3|. Procedure: 0.22 mL cyclopropane carbonyl chloride was added at room temperature to a mixture of 510 mg 6-bromoimidazo[1,2-a]pyridine-3-carboxylic acid hydrazide (compound in Production Example 276), 202 mg sodium bicarbonate, 15 mL tetrahydrofuran and 15 mL water, and the mixture was stirred overnight. The organic layer was separated by adding saturated sodium bicarbonate, common salt and tetrahydrofuran to the reaction solution. The aqueous layer was further extracted with tetrahydrofuran, and the combine... Reactants: COc1ccc(Cn2nnnc2C(=O)Cl)cc1, N#Cc1c(N)cccc1N1CCCCC1, c1ccncc1. As a reaction SMILES: [CH3:16][O:17][c:18]1[cH:19][cH:20][c:21]([CH2:22][n:23]2[n:24][n:25][n:26][c:27]2[C:28](=[O:29])[Cl:30])[cH:31][cH:32]1.[N:1]1([c:7]2[c:8]([C:9]#[N:10])[c:11]([NH2:15])[cH:12][cH:13][cH:14]2)[CH2:2][CH2:3][CH2:4][CH2:5][CH2:6]1.[cH:33]1[cH:34][cH:35][n:36][cH:37][cH:38]1>>[N:1]1([c:7]2[c:8]([C:9]#[N:10])[c:11]([NH:15][C:28]([c:27]3[n:23]([CH2:22][c:21]4[cH:20][cH:19][c:18]([O:17][CH3:16])[cH:32][cH:31]4)[n:24][n:25][n:26]3)=[O:29])[cH:12][cH:13][cH:14]2)[CH2:2][CH2:3][CH2:4][CH2:5][CH2:6]1. Yields the product COc1ccc(Cn2nnnc2C(=O)Nc2cccc(N3CCCCC3)c2C#N)cc1. Starting materials: CO, [H][H], CC(CN1C(=O)c2ccccc2C1=O)c1c[nH]c2ccc(C#N)cc12, O=S(=O)(O)O. The product is CC(CN1C(=O)c2ccccc2C1=O)c1c[nH]c2ccc(CN)cc12. Reaction SMILES: [CH3:33][OH:34].[H:31][H:32].[O:1]=[C:2]1[N:3]([CH2:12][CH:13]([CH3:14])[c:15]2[cH:16][nH:17][c:18]3[cH:19][cH:20][c:21]([C:24]#[N:25])[cH:22][c:23]23)[C:4](=[O:11])[c:5]2[cH:6][cH:7][cH:8][cH:9][c:10]21.[S:26](=[O:27])(=[O:28])([OH:29])[OH:30]>>[O:1]=[C:2]1[N:3]([CH2:12][CH:13]([CH3:14])[c:15]2[cH:16][nH:17][c:18]3[cH:19][cH:20][c:21]([CH2:24][NH2:25])[cH:22][c:23]23)[C:4](=[O:11])[c:5]2[cH:6][cH:7][cH:8][cH:9][c:10]21. Reactants: ClC=1C=CC(=C(CN2C3=C(NCC2)N=CC(=C3)C3=CC=C(C(=O)O)C=C3)C1)C(F)(F)F (4-{1-[5-chloro-2-(trifluoromethyl)benzyl]-1,2,3,4-tetrahydropyrido[2,3-b]pyrazin-7-yl}benzoic acid), NCCC=1SC=CC1 (2-(2-aminoethyl)thiophene). Product: ClC=1C=CC(=C(CN2C3=C(NCC2)N=CC(=C3)C3=CC=C(C(=O)NCCC=2SC=CC2)C=C3)C1)C(F)(F)F (4-{1-[5-Chloro-2-(trifluoromethyl)benzyl]-1,2,3,4-tetrahydropyrido[2,3-b]pyrazin-7-yl}-N-(2-thiophen-2-yl-ethyl)benzamide). As a reaction SMILES: [Cl:1][C:2]1[CH:3]=[CH:4][C:5]([C:28]([F:31])([F:30])[F:29])=[C:6]([CH:27]=1)[CH2:7][N:8]1[CH2:13][CH2:12][NH:11][C:10]2[N:14]=[CH:15][C:16]([C:18]3[CH:26]=[CH:25][C:21]([C:22]([OH:24])=O)=[CH:20][CH:19]=3)=[CH:17][C:9]1=2.[NH2:32][CH2:33][CH2:34][C:35]1[S:36][CH:37]=[CH:38][CH:39]=1>>[Cl:1][C:2]1[CH:3]=[CH:4][C:5]([C:28]([F:31])([F:30])[F:29])=[C:6]([CH:27]=1)[CH2:7][N:8]1[CH2:13][CH2:12][NH:11][C:10]2[N:14]=[CH:15][C:16]([C:18]3[CH:26]=[CH:25][C:21]([C:22]([NH:32][CH2:33][CH2:34][C:35]4[S:36][CH:37]=[CH:38][CH:39]=4)=[O:24])=[CH:20][CH:19]=3)=[CH:17][C:9]1=2. Procedure: 4-{1-[5-chloro-2-(trifluoromethyl)benzyl]-1,2,3,4-tetrahydropyrido[2,3-b]pyrazin-7-yl}benzoic acid was reacted with 2-(2-aminoethyl)thiophene as in General Procedure 10 to give the title compound. LCMS: m/z=556.91 (M+H+); retention time=0.92 minutes. Reported procedure: 120 g (620 mmol) 4-piperidin-4-yl-butan-1-ol hydrochloride are suspended in 400 ml 3,4-dihydro-2H-pyran and added to 1.5 g pyridinium tosylate and 5 ml 8 M methaneolic hydrochloric acid. This is stirred for three hours and left to stand at RT overnight. After addition of 5 g potassium carbonate, this is concentrated under vacuum to dryness. The resulting 4-[4-Tetrahydro-pyran-2-yloxy)-butyl]-piperidine is dissolved in 500 ml acetonitrile without further purification and added to 193 g (742 mmol)... RXN SMILES: Cl.[NH:2]1[CH2:7][CH2:6][CH:5]([CH2:8][CH2:9][CH2:10][CH2:11][OH:12])[CH2:4][CH2:3]1.S(C1C=CC(C)=CC=1)([O-])(=O)=O.[NH+]1C=CC=CC=1.Cl.C(=O)([O-])[O-].[K+].[K+].[C:37]1([CH:43](Br)[C:44]2[CH:49]=[CH:48][CH:47]=[CH:46][CH:45]=2)[CH:42]=[CH:41][CH:40]=[CH:39][CH:38]=1>O1C=CCCC1>[C:37]1([CH:43]([C:44]2[CH:45]=[CH:46][CH:47]=[CH:48][CH:49]=2)[N:2]2[CH2:7][CH2:6][CH:5]([CH2:8][CH2:9][CH2:10][CH2:11][OH:12])[CH2:4][CH2:3]2)[CH:42]=[CH:41][CH:40]=[CH:39][CH:38]=1 |f:0.1,2.3,5.6.7|. Solvent: O1CCCC=C1 (3,4-dihydro-2H-pyran). Product: C1(=CC=CC=C1)C(N1CCC(CC1)CCCCO)C1=CC=CC=C1 (4-(1-diphenylmethyl-piperidin-4-yl)-butan-1-ol). The reactants are C1(=CC=CC=C1)C(C1=CC=CC=C1)Br (diphenylmethyl bromide), C([O-])([O-])=O.[K+].[K+] (potassium carbonate), Cl.N1CCC(CC1)CCCCO (4-piperidin-4-yl-butan-1-ol hydrochloride), C([O-])([O-])=O.[K+].[K+] (potassium carbonate), S(=O)(=O)([O-])C1=CC=C(C)C=C1.[NH+]1=CC=CC=C1 (pyridinium tosylate), Cl (hydrochloric acid), C1(=CC=CC=C1)C(C1=CC=CC=C1)Br (diphenylmethyl bromide), C([O-])([O-])=O.[K+].[K+] (potassium carbonate). Reaction conditions: time 3 hour. Reactants: C(#N)[Cu] (CuCN), O=O (oxygen), ClC=1C(=C(N)C=CC1)C (3-chloro-2-methylaniline), N (ammonia). Reagents/catalysts: Cl[Cu] (CuCl). Run in O (water), CN1C(CCC1)=O (N-methylpyrrolidone). Conditions: temperature 225 celsius, time 6 hour. Product: NC=1C(=C(C#N)C=CC1)C (3-Amino-2-methylbenzonitrile). The yield is 89.0%. RXN SMILES: Cl[C:2]1[C:3]([CH3:9])=[C:4]([CH:6]=[CH:7][CH:8]=1)[NH2:5].[C:10]([Cu])#[N:11].N.O=O>CN1CCCC1=O.Cl[Cu].O>[NH2:5][C:4]1[C:3]([CH3:9])=[C:2]([CH:8]=[CH:7][CH:6]=1)[C:10]#[N:11]. Procedure: 283 g (2.0 mol) of 3-chloro-2-methylaniline are dissolved in 250 ml of N-methylpyrrolidone and admixed with 200 g (2.23 mol) of CuCN. The reaction mixture is subsequently stirred under N2 and at 225° C. for six hours. After cooling to 100° C., the reaction mixture is poured into 2.5 l of 25 percent ammonia solution and stirred at 25° C. for one hour. During this time, the atmospheric oxygen oxidizes the Cu(I) nitrile complex of the product to a water-soluble Cu(II) salt, which is evident by the ...